This data is from the Open Reaction Database (ORD), a public repository of structured organic reaction records. The task is: describe an organic reaction: reactants, conditions, products, and yield Reactants: CCOC(=O)C(=O)OCC, COc1ccc(CCC(C)=O)cc1, CC[O-], CCO, [Na+]. Product: CCOC(=O)C(=O)CC(=O)CCc1ccc(OC)cc1. As a reaction SMILES: [CH2:14]([CH3:15])[O:16][C:17]([C:18](=[O:19])[O:20][CH2:21][CH3:22])=[O:23].[CH3:1][O:2][c:3]1[cH:4][cH:5][c:6]([CH2:9][CH2:10][C:11]([CH3:12])=[O:13])[cH:7][cH:8]1.[CH3:24][CH2:25][O-:26].[CH3:28][CH2:29][OH:30].[Na+:27]>>[CH3:1][O:2][c:3]1[cH:4][cH:5][c:6]([CH2:9][CH2:10][C:11]([CH2:12][C:18]([C:17]([O:16][CH2:14][CH3:15])=[O:23])=[O:19])=[O:13])[cH:7][cH:8]1. The reactants are C(C)(=O)O[BH-](OC(C)=O)OC(C)=O.[Na+] (sodium triacetoxyborohydride), C(=O)(O)[O-].[Na+] (NaHCO3), amine, C(C)OCC (ethyl ether), N[C@H](C(=O)N1CCN(CC1)C(C1=CC=C(C=C1)F)C1=CC=C(C=C1)F)CC1=CC=CC=C1 ((S)-2-Amino-1-(4-[bis-(4-fluoro-phenyl)-methyl]-piperazin-1-yl}-3-phenyl-propan-1-one), C(CC(C)C)=O (isovaleraldehyde), Cl (HCl). Solvent: C(Cl)Cl (CH2Cl2), hexanes, CCOC(=O)C (EtOAc). Reaction conditions: time 30 minute. Yields the product Cl.Cl.FC1=CC=C(C=C1)C(N1CCN(CC1)C([C@H](CC1=CC=CC=C1)N(CCC(C)C)CCC(C)C)=O)C1=CC=C(C=C1)F ((S)-1-{4-[Bis-(4-fluoro-phenyl)-methyl]-piperazin-1-yl}-2-[bis-(3-methyl-butyl)-amino]-3-phenyl-propan-1-one dihydrochloride). The yield is 72.0%. As a reaction SMILES: [NH2:1][C@@H:2]([CH2:26][C:27]1[CH:32]=[CH:31][CH:30]=[CH:29][CH:28]=1)[C:3]([N:5]1[CH2:10][CH2:9][N:8]([CH:11]([C:19]2[CH:24]=[CH:23][C:22]([F:25])=[CH:21][CH:20]=2)[C:12]2[CH:17]=[CH:16][C:15]([F:18])=[CH:14][CH:13]=2)[CH2:7][CH2:6]1)=[O:4].[CH:33](=O)[CH2:34][CH:35]([CH3:37])[CH3:36].C(O[BH-](O[C:49](=O)[CH3:50])OC(=O)C)(=O)C.[Na+].[C:53]([O-])(O)=O.[Na+].[ClH:58].[CH2:59](OCC)[CH3:60]>C(Cl)Cl.CCOC(C)=O>[ClH:58].[ClH:58].[F:18][C:15]1[CH:14]=[CH:13][C:12]([CH:11]([C:19]2[CH:24]=[CH:23][C:22]([F:25])=[CH:21][CH:20]=2)[N:8]2[CH2:7][CH2:6][N:5]([C:3](=[O:4])[C@@H:2]([N:1]([CH2:59][CH2:60][CH:49]([CH3:50])[CH3:53])[CH2:33][CH2:34][CH:35]([CH3:37])[CH3:36])[CH2:26][C:27]3[CH:32]=[CH:31][CH:30]=[CH:29][CH:28]=3)[CH2:10][CH2:9]2)=[CH:17][CH:16]=1 |f:2.3,4.5,10.11.12|. Procedure: (S)-2-Amino-1-{4-[bis-(4-fluoro-phenyl)-methyl]-piperazin-1-yl}-3-phenyl-propan-1-one (0.500 g, 1.15 mmol, Example 52) and isovaleraldehyde (0.123 mL, 1.15 mmol, Aldrich, Milwaukee, Wis.) were mixed in CH2Cl2 (6 mL). After stirring at ambient temperature under nitrogen atmosphere for 30 minutes, the solution was cooled to 0° C. in an ice-water bath. To this solution was added sodium triacetoxyborohydride (0.365 g, 1.72 mmol). The resulting reaction mixture was stirred for, in succession, 30 minu...